From a dataset of the Open Reaction Database (ORD), a public repository of structured organic reaction records. describe an organic reaction: reactants, conditions, products, and yield Starting materials: C, CN(C)C(=O)c1cc(OCc2ccccc2)ccc1NC(=O)c1ccccc1-c1ccc(C(F)(F)F)cc1, CO, [Pd]. The product is CN(C)C(=O)c1cc(O)ccc1NC(=O)c1ccccc1-c1ccc(C(F)(F)F)cc1. RXN SMILES: [C:41].[CH2:1]([c:2]1[cH:3][cH:4][cH:5][cH:6][cH:7]1)[O:8][c:9]1[cH:10][c:11]([C:34]([N:35]([CH3:36])[CH3:37])=[O:38])[c:12]([NH:15][C:16](=[O:17])[c:18]2[c:19](-[c:24]3[cH:25][cH:26][c:27]([C:30]([F:31])([F:32])[F:33])[cH:28][cH:29]3)[cH:20][cH:21][cH:22][cH:23]2)[cH:13][cH:14]1.[CH3:39][OH:40].[Pd:42]>>[OH:8][c:9]1[cH:10][c:11]([C:34]([N:35]([CH3:36])[CH3:37])=[O:38])[c:12]([NH:15][C:16](=[O:17])[c:18]2[c:19](-[c:24]3[cH:25][cH:26][c:27]([C:30]([F:31])([F:32])[F:33])[cH:28][cH:29]3)[cH:20][cH:21][cH:22][cH:23]2)[cH:13][cH:14]1. The reactants are [N+](=O)([O-])C=1C=C(C=CC1)N1C(C(CC1=O)(CC)C)=O (N-m-nitrophenyl-2-methyl-2-ethylsuccinimide), Cl (HCl), C(C)O (ethanol). Reagents/catalysts: [Fe] (iron). Solvent: O (water). The product is NC=1C=C(C=CC1)N1C(C(CC1=O)(CC)C)=O (N-m-AMINOPHENYL-2-METHYL-2-ETHYLSUCCINIMIDE). As a reaction SMILES: [N+:1]([C:4]1[CH:5]=[C:6]([N:10]2[C:14](=[O:15])[CH2:13][C:12]([CH3:18])([CH2:16][CH3:17])[C:11]2=[O:19])[CH:7]=[CH:8][CH:9]=1)([O-])=O.Cl.C(O)C>[Fe].O>[NH2:1][C:4]1[CH:5]=[C:6]([N:10]2[C:14](=[O:15])[CH2:13][C:12]([CH3:18])([CH2:16][CH3:17])[C:11]2=[O:19])[CH:7]=[CH:8][CH:9]=1. Procedure: Seventy-four g. of N-m-nitrophenyl-2-methyl-2-ethylsuccinimide, as prepared in Example VI, was added portion wise to 60 g. of iron powder, 4 ml. of concentrated HCl, 200 ml. of ethanol and 160 ml. of water at reflux. When addition was complete and the temperature had fallen to 70° C., the mixture was treated with 4 g. of 50% NaOH and filtered immediately. The filtercake was washed with hot ethyl alcohol and the filtrate stripped under vacuum. The product which crystallized on removal of the ethy... The reactants are OC1=NN=C2C=3C=C(C(=NC3C=CN21)C2=CC=C(C=O)C=C2)C2=CC=CC=C2 (4-(3-Hydroxy-9-phenyl-[1,2,4]triazolo[3,4-f][1,6]naphthyridin-8-yl)-benzaldehyde), NC(C(=O)O)(CC(C)C)C (2-amino-2,4-dimethylpentanoic acid). The solvent is CN(C)C=O (DMF), O1CCOCC1 (dioxane), Cl (HCl). Run at temperature 150 celsius. Product: NCC1=CC=C(C=C1)C1=NC=2C=CN3C(C2C=C1C1=CC=CC=C1)=NN=C3O (8-(4-Aminomethyl-phenyl)-9-phenyl-[1,2,4]triazolo[3,4-f][1,6]naphthyridin-3-ol). RXN SMILES: [OH:1][C:2]1[N:14]2[C:5]([C:6]3[CH:7]=[C:8]([C:23]4[CH:28]=[CH:27][CH:26]=[CH:25][CH:24]=4)[C:9]([C:15]4[CH:22]=[CH:21][C:18]([CH:19]=O)=[CH:17][CH:16]=4)=[N:10][C:11]=3[CH:12]=[CH:13]2)=[N:4][N:3]=1.[NH2:29]C(C)(CC(C)C)C(O)=O>CN(C=O)C.O1CCOCC1.Cl>[NH2:29][CH2:19][C:18]1[CH:21]=[CH:22][C:15]([C:9]2[C:8]([C:23]3[CH:28]=[CH:27][CH:26]=[CH:25][CH:24]=3)=[CH:7][C:6]3[C:5]4=[N:4][N:3]=[C:2]([OH:1])[N:14]4[CH:13]=[CH:12][C:11]=3[N:10]=2)=[CH:16][CH:17]=1. Procedure details: A suspension of 4-(3-hydroxy-9-phenyl-[1,2,4]triazolo[3,4-f][1,6]naphthyridin-8-yl)-benzaldehyde (3-6, 2.4 g, 6.6 mmol) and 2-amino-2,4-dimethylpentanoic acid (3-7, 1.9 g, 13.1 mmol) in DMF (25 mL) was heated at 150° C. for 20 min. The reaction mixture was cooled, diluted with dioxane (50 mL) and 2N HCl (50 mL) and heated at 100° C. for 30 min. The mixture was cooled and purified via reverse phase HPLC (0-60% acetonitrile/water) to give, upon evaporation of the solvent, the title compound as a y... Reactants: CC(=O)OC(C)=O, c1ccncc1, CC(=O)OC1CC(n2cnc3c(-c4cccs4)ccnc32)OC1CO. Yields the product CC(=O)OC1C(CO)OC(n2cnc3c(-c4cccs4)ccnc32)C1OC(C)=O. As a reaction SMILES: [CH3:26][C:27](=[O:28])[O:29][C:30](=[O:31])[CH3:32].[cH:33]1[cH:34][cH:35][n:36][cH:37][cH:38]1.[s:1]1[c:2](-[c:6]2[c:7]3[c:8]([n:9][cH:10][cH:11]2)[n:12]([CH:15]2[CH2:16][CH:17]([O:18][C:19]([CH3:20])=[O:21])[CH:22]([CH2:24][OH:25])[O:23]2)[cH:13][n:14]3)[cH:3][cH:4][cH:5]1>>[s:1]1[c:2](-[c:6]2[c:7]3[c:8]([n:9][cH:10][cH:11]2)[n:12]([CH:15]2[CH:16]([O:29][C:27]([CH3:26])=[O:28])[CH:17]([O:18][C:19]([CH3:20])=[O:21])[CH:22]([CH2:24][OH:25])[O:23]2)[cH:13][n:14]3)[cH:3][cH:4][cH:5]1. Reactants: Cl (HCl), C(C)(C)N(CC)C(C)C (Diisopropylethylamine), Cl.C(C)N=C=NCCCN(C)C (1-Ethyl-3-(3-dimethylaminopropyl)carbodiimide hydrochloride), C(C1=CC=CC=C1)OC(=O)N[C@@H](C)C(=O)O (N-Benzyloxycarbonyl-L-alanine), Cl.CNOC (N,O-dimethylhydroxylamine hydrochloride), ON1N=NC2=C1C=CC=C2 (N-hydroxybenzotriazole). Run in C1CCOC1 (THF). Conditions: temperature 0 celsius, time 8 hour. The product is C(C1=CC=CC=C1)OC(N[C@@H](C)C(N(C)OC)=O)=O ([(S)-1-(Methoxy-methyl-carbamoyl)-ethyl]-carbamic acid benzyl ester). Reaction SMILES: [CH2:1]([O:8][C:9]([NH:11][C@H:12]([C:14]([OH:16])=O)[CH3:13])=[O:10])[C:2]1[CH:7]=[CH:6][CH:5]=[CH:4][CH:3]=1.Cl.[CH3:18][NH:19][O:20][CH3:21].ON1C2C=CC=CC=2N=N1.C(N(C(C)C)CC)(C)C.Cl.C(N=C=NCCCN(C)C)C.Cl>C1COCC1>[CH2:1]([O:8][C:9](=[O:10])[NH:11][C@H:12]([C:14](=[O:16])[N:19]([O:20][CH3:21])[CH3:18])[CH3:13])[C:2]1[CH:3]=[CH:4][CH:5]=[CH:6][CH:7]=1 |f:1.2,5.6|. Procedure details: N-Benzyloxycarbonyl-L-alanine (6.5 g, 28.5 mmol), N,O-dimethylhydroxylamine hydrochloride (3.4 g, 36.2 mmol), and N-hydroxybenzotriazole (4.8 g, 34.8 mmol) were dissolved in THF (32 mL) and cooled to 0° C. under N2. Diisopropylethylamine (12.3 mL, 71.3 mmol) was slowly added, maintaining the temperature below 25° C. 1-Ethyl-3-(3-dimethylaminopropyl)carbodiimide hydrochloride (7.0 g, 36.2 mmol) was then added slowly, maintaining the temperature at 15-25° C. The slurry was stirred overnight at roo...